This data is from the Open Reaction Database (ORD), a public repository of structured organic reaction records. The task is: describe an organic reaction: reactants, conditions, products, and yield The reactants are COc1cc(N2CCOCC2C)ccc1[N+](=O)[O-], CO, NN, O. Yields the product COc1cc(N2CCOCC2C)ccc1N. RXN SMILES: [CH3:1][CH:2]1[CH2:3][O:4][CH2:5][CH2:6][N:7]1[c:8]1[cH:9][c:10]([O:17][CH3:18])[c:11]([N+:14]([O-:15])=[O:16])[cH:12][cH:13]1.[CH3:22][OH:23].[NH2:20][NH2:21].[OH2:19]>>[CH3:1][CH:2]1[CH2:3][O:4][CH2:5][CH2:6][N:7]1[c:8]1[cH:9][c:10]([O:17][CH3:18])[c:11]([NH2:14])[cH:12][cH:13]1. Starting materials: C(C)(C)(C)C1=C(C(=CC=C1)C(C)(C)C)O (2,6-di-t-butylphenol), C1(=CC=CC=C1)C(C)O (1-phenylethanol). The solvent is C(C)(=O)O (acetic acid), C(=O)O (formic acid). The product is C(C)(C)(C)C1=C(C(=CC(=C1)C(C1=CC=CC=C1)C)C(C)(C)C)O (2,6-Di-t-butyl-4-(α-methylbenzyl) phenol). RXN SMILES: [C:1]([C:5]1[CH:10]=[CH:9][CH:8]=[C:7]([C:11]([CH3:14])([CH3:13])[CH3:12])[C:6]=1[OH:15])([CH3:4])([CH3:3])[CH3:2].[C:16]1([CH:22](O)[CH3:23])[CH:21]=[CH:20][CH:19]=[CH:18][CH:17]=1>C(O)(=O)C.C(O)=O>[C:11]([C:7]1[CH:8]=[C:9]([CH:22]([CH3:23])[C:16]2[CH:21]=[CH:20][CH:19]=[CH:18][CH:17]=2)[CH:10]=[C:5]([C:1]([CH3:4])([CH3:3])[CH3:2])[C:6]=1[OH:15])([CH3:14])([CH3:13])[CH3:12]. Procedure details: 2,6-Di-t-butyl-4-(α-methylbenzyl) phenol was prepared by refluxing 2,6-di-t-butylphenol (51 g) and 1-phenylethanol (31 g) in acetic acid (40 ml) and formic acid (75 ml) as described for A. The product was obtained as a colorless oil, b.p. 166°-168° at 1.0 mm Hg (62 g); (meas. mass=310.2309. Calc. for C22H30O=310.2296). The pmr spectrum was: δ1.40, 18H, S; δ1.61, 3H, D (J=8 Hz); δ4.06, 1H, Q (J=8 Hz); δ5.02, 1H, S; δ7.01, 2H, S; δ7.22, 5H, S. Starting materials: CCCN, CCN(C(C)C)C(C)C, Clc1nc(Cl)c2sccc2n1, C1CCOC1. Product: NCCCc1nc(Cl)nc2ccsc12. Reaction SMILES: [CH3:12][CH2:13][CH2:14][NH2:15].[CH:16]([N:17]([CH:18]([CH3:19])[CH3:20])[CH2:21][CH3:22])([CH3:23])[CH3:24].[Cl:1][c:2]1[n:3][c:4]([Cl:11])[c:5]2[c:6]([n:7]1)[cH:8][cH:9][s:10]2.[O:25]1[CH2:26][CH2:27][CH2:28][CH2:29]1>>[Cl:1][c:2]1[n:3][c:4]([CH2:12][CH2:13][CH2:14][NH2:15])[c:5]2[c:6]([n:7]1)[cH:8][cH:9][s:10]2.